Dataset: the Open Reaction Database (ORD), a public repository of structured organic reaction records. Task: describe an organic reaction: reactants, conditions, products, and yield Starting materials: CC=1OC2=C(C=CC=C2C(C1)=O)C=C(C(=O)OCC1CCC1)C(C)=O (cyclobutylmethyl 2-[(2-methyl-4-oxo-4H-chromen-8-yl)methylene]-3-oxobutanoate), NC(=CC(C)=O)C (4-aminopent-3-en-2-one). Run in C(C)O (ethanol). Yields the product C(C)(=O)C=1C(C(=C(NC1C)C)C(=O)OCC1CCC1)C=1C=CC=C2C(C=C(OC12)C)=O (Cyclobutylmethyl 5-acetyl-2,6-dimethyl-4-(2-methyl-4-oxo-4H-chromen-8-yl)-1,4-dihydro-pyridine-3-carboxylate). RXN SMILES: [CH3:1][C:2]1[O:3][C:4]2[C:9]([C:10](=[O:12])[CH:11]=1)=[CH:8][CH:7]=[CH:6][C:5]=2[CH:13]=[C:14]([C:23](=O)[CH3:24])[C:15]([O:17][CH2:18][CH:19]1[CH2:22][CH2:21][CH2:20]1)=[O:16].[NH2:26][C:27]([CH3:32])=[CH:28][C:29](=[O:31])[CH3:30]>C(O)C>[C:29]([C:28]1[CH:13]([C:5]2[CH:6]=[CH:7][CH:8]=[C:9]3[C:4]=2[O:3][C:2]([CH3:1])=[CH:11][C:10]3=[O:12])[C:14]([C:15]([O:17][CH2:18][CH:19]2[CH2:22][CH2:21][CH2:20]2)=[O:16])=[C:23]([CH3:24])[NH:26][C:27]=1[CH3:32])(=[O:31])[CH3:30]. Reported procedure: 960 mg (2.82 mmol) of cyclobutylmethyl 2-[(2-methyl-4-oxo-4H-chromen-8-yl)methylene]-3-oxobutanoate are dissolved with 279 mg (2.82 mmol) of 4-aminopent-3-en-2-one in 10 ml of ethanol and heated under reflux under argon for 24 h. The solvent is removed in vacuo, and the residue is purified by preparative HPLC. Concentration of the product fractions and crystallization from ethyl acetate result in 532 mg (44% of theory) of the title compound as a white solid. Starting materials: O=C1CN(Cc2ccccc2)CC(=O)N1, CO, CO, Cl, O. Product: Cl, O=C1CNCC(=O)N1. Reaction SMILES: [CH2:1]([c:2]1[cH:3][cH:4][cH:5][cH:6][cH:7]1)[N:8]1[CH2:9][C:10](=[O:15])[NH:11][C:12](=[O:14])[CH2:13]1.[CH3:17][OH:18].[CH3:20][OH:21].[ClH:16].[OH2:19]>>[ClH:16].[NH:8]1[CH2:9][C:10](=[O:15])[NH:11][C:12](=[O:14])[CH2:13]1. The reactants are COc1ccc(CN(c2ncns2)S(=O)(=O)c2ccc(F)c(C#N)c2)c(OC)c1, O=C([O-])[O-], CS(C)=O, [K+], [K+], O, Oc1ccc(C(F)(F)F)cc1-c1ccnnc1. Yields the product COc1ccc(CN(c2ncns2)S(=O)(=O)c2ccc(Oc3ccc(C(F)(F)F)cc3-c3ccnnc3)c(C#N)c2)c(OC)c1. RXN SMILES: [C:18](#[N:19])[c:20]1[cH:21][c:22]([S:27](=[O:28])(=[O:29])[N:30]([c:31]2[n:32][cH:33][n:34][s:35]2)[CH2:36][c:37]2[c:38]([O:45][CH3:46])[cH:39][c:40]([O:43][CH3:44])[cH:41][cH:42]2)[cH:23][cH:24][c:25]1[F:26].[C:47](=[O:48])([O-:49])[O-:50].[CH3:54][S:55]([CH3:56])=[O:57].[K+:51].[K+:52].[OH2:53].[n:1]1[n:2][cH:3][c:4](-[c:7]2[c:8]([OH:17])[cH:9][cH:10][c:11]([C:13]([F:14])([F:15])[F:16])[cH:12]2)[cH:5][cH:6]1>>[n:1]1[n:2][cH:3][c:4](-[c:7]2[c:8]([O:17][c:25]3[c:20]([C:18]#[N:19])[cH:21][c:22]([S:27](=[O:28])(=[O:29])[N:30]([c:31]4[n:32][cH:33][n:34][s:35]4)[CH2:36][c:37]4[c:38]([O:45][CH3:46])[cH:39][c:40]([O:43][CH3:44])[cH:41][cH:42]4)[cH:23][cH:24]3)[cH:9][cH:10][c:11]([C:13]([F:14])([F:15])[F:16])[cH:12]2)[cH:5][cH:6]1. The reactants are ClC1=NC=C(C=N1)CC (2-chloro-5-ethylpyrimidine), Cl.CS(=O)(=O)C1=CC=C(C=C1)C1=CC=C(C=C1)OCC1CCNCC1 (4-({[4′-(methylsulfonyl)-4-biphenylyl]oxy}methyl)piperidine hydrochloride), ClC1=NC=C(C=N1)CC (2-chloro-5-ethylpyrimidine), C(C)(C)N(CC)C(C)C (diisopropylethylamine). The solvent is CN1CCCC1=O (NMP), CCOC(=O)C (EtOAc). Conditions: temperature 80 celsius. The product is C(C)C=1C=NC(=NC1)N1CCC(CC1)COC1=CC=C(C=C1)C1=CC=C(C=C1)S(=O)(=O)C (5-Ethyl-2-[4-({[4′-(methylsulfonyl)-4-biphenylyl]oxy}methyl)-1-piperidinyl]pyrimidine). The yield is 34.4%. As a reaction SMILES: Cl.[CH3:2][S:3]([C:6]1[CH:11]=[CH:10][C:9]([C:12]2[CH:17]=[CH:16][C:15]([O:18][CH2:19][CH:20]3[CH2:25][CH2:24][NH:23][CH2:22][CH2:21]3)=[CH:14][CH:13]=2)=[CH:8][CH:7]=1)(=[O:5])=[O:4].Cl[C:27]1[N:32]=[CH:31][C:30]([CH2:33][CH3:34])=[CH:29][N:28]=1.C(N(C(C)C)CC)(C)C>CN1C(=O)CCC1.CCOC(C)=O>[CH2:33]([C:30]1[CH:29]=[N:28][C:27]([N:23]2[CH2:24][CH2:25][CH:20]([CH2:19][O:18][C:15]3[CH:16]=[CH:17][C:12]([C:9]4[CH:8]=[CH:7][C:6]([S:3]([CH3:2])(=[O:5])=[O:4])=[CH:11][CH:10]=4)=[CH:13][CH:14]=3)[CH2:21][CH2:22]2)=[N:32][CH:31]=1)[CH3:34] |f:0.1|. Reported procedure: A mixture of 4-({[4′-(methylsulfonyl)-4-biphenylyl]oxy}methyl)piperidine hydrochloride (70 mg, 0.18 mmol), 2-chloro-5-ethylpyrimidine (30 μL, 0.24 mmol) and diisopropylethylamine (0.10 mL, 0.55 mmol) in NMP (3 mL) was heated at 80° C. overnight. After more 2-chloro-5-ethylpyrimidine (0.1 mL) was added, the reaction mixture was heated at 80° C. for 4 h. The mixture was cooled to ambient temperature, and was diluted with EtOAc, washed with water and brine, dried over Na2SO4, filtered, and the filt... RXN SMILES: [CH3:1][C:2]1[CH:7]=[CH:6][N:5]=[C:4]([C:8]2[CH:13]=[C:12]([CH:14]=[O:15])[CH:11]=[CH:10][N:9]=2)[CH:3]=1.[OH-:16].[Na+]>CCO.O.[N+]([O-])([O-])=O.[Ag+]>[CH3:1][C:2]1[CH:7]=[CH:6][N:5]=[C:4]([C:8]2[CH:13]=[C:12]([C:14]([OH:16])=[O:15])[CH:11]=[CH:10][N:9]=2)[CH:3]=1 |f:1.2,5.6|. The solvent is CCO (EtOH), O (water). Starting materials: CC1=CC(=NC=C1)C1=NC=CC(=C1)C=O (4′-methyl-2,2′-bipyridine-4-carboxaldehyde), [OH-].[Na+] (NaOH). The product is CC1=CC(=NC=C1)C1=NC=CC(=C1)C(=O)O (4′-Methyl-2,2′-bipyridine-4-carboxylic acid). Yield: 77.0%. The reagents and catalysts are [N+](=O)([O-])[O-].[Ag+] (AgNO3). Reaction conditions: time 8 hour. Procedure: A suspension of 4′-methyl-2,2′-bipyridine-4-carboxaldehyde (3.5 g, 15 mmol) in 95% EtOH (150 ml) was added a solution of AgNO3 (3.15 g) in water (32 ml). The suspension was stirred rapidly and 1M NaOH (79 ml) solution was added dropwise over 20 min to form Ag2O. The dark black solution was stirred for an additional 15 hrs. EtOH was removed by rotary evaporator and filtred to remove Ag2O and unreacted metallic Ag. The residue was washed with 1.3M NaOH (2*20 ml) and H2O 20 ml. The combined basic f...